Dataset: the Open Reaction Database (ORD), a public repository of structured organic reaction records. Task: describe an organic reaction: reactants, conditions, products, and yield Procedure details: 50.0 g of 3,4-dimethoxy-nitrostyrene (compound J1), and 1.0 g (9.1 mmol) of hydroquinone are suspened in 200 ml of abs. toluene and treated at −70° C. with 55.0 g (1.02 mol) of liquid 1,3-butadiene. The mixture is stirred at 160° C. for 6 days in an autoclave and then cooled. Some of the solvent is removed on a rotary evaporator, and the resulting precipitate is filtered off with suction and recrystallized in ethanol. M.p.: 113.5-115.5° C. Yields the product COC1=C(C=C(C=C1)[C@H]1[C@@H](CC=CC1)[N+](=O)[O-])OC ((±)-trans-1,2-Dimethoxy-4-(2-nitrocyclohex-4-enyl)benzene). Run in C1(=CC=CC=C1)C (toluene). Reaction SMILES: [CH3:1][O:2][C:3]1[CH:4]=[C:5]([CH:11]=[CH:12][C:13]=1[O:14][CH3:15])[CH:6]=[CH:7][N+:8]([O-:10])=[O:9].[C:16]1([CH:23]=CC(O)=[CH:19][CH:18]=1)O.C=CC=C>C1(C)C=CC=CC=1>[CH3:15][O:14][C:13]1[CH:12]=[CH:11][C:5]([C@@H:6]2[CH2:19][CH:18]=[CH:16][CH2:23][C@H:7]2[N+:8]([O-:10])=[O:9])=[CH:4][C:3]=1[O:2][CH3:1]. Starting materials: COC=1C=C(C=C[N+](=O)[O-])C=CC1OC (3,4-dimethoxy-nitrostyrene), C1(O)=CC=C(O)C=C1 (hydroquinone), liquid, C=CC=C (1,3-butadiene). Conditions: temperature 160 celsius, time 6 day. Reactants: COC=1C=C(C=CC1[N+](=O)[O-])N1CCC(CC1)N1CCNCC1 (1-{1-[3-(methyloxy)-4-nitrophenyl]-4-piperidinyl}piperazine), ICCF (1-iodo-2-fluoroethane), ICCF (1-iodo-2-fluoroethane). Run in C1CCOC1 (THF). Reaction conditions: temperature 85 celsius, time 8 hour. The product is FCCN1CCN(CC1)C1CCN(CC1)C1=CC(=C(C=C1)[N+](=O)[O-])OC (1-(2-fluoroethyl)-4-{1-[3-(methyloxy)-4-nitrophenyl]-4-piperidinyl}piperazine). Yield: 77.5%. RXN SMILES: [CH3:1][O:2][C:3]1[CH:4]=[C:5]([N:12]2[CH2:17][CH2:16][CH:15]([N:18]3[CH2:23][CH2:22][NH:21][CH2:20][CH2:19]3)[CH2:14][CH2:13]2)[CH:6]=[CH:7][C:8]=1[N+:9]([O-:11])=[O:10].I[CH2:25][CH2:26][F:27]>C1COCC1>[F:27][CH2:26][CH2:25][N:21]1[CH2:20][CH2:19][N:18]([CH:15]2[CH2:14][CH2:13][N:12]([C:5]3[CH:6]=[CH:7][C:8]([N+:9]([O-:11])=[O:10])=[C:3]([O:2][CH3:1])[CH:4]=3)[CH2:17][CH2:16]2)[CH2:23][CH2:22]1. Procedure details: To a solution of 1-{1-[3-(methyloxy)-4-nitrophenyl]-4-piperidinyl}piperazine (18.03 g, 56.10 mmol and 2.23 g, 6.96 mmol from separate batches) in THF was added 1-iodo-2-fluoroethane (7.38 mL, 90.79 mmol). The reaction was stirred at 85° C. overnight. The solution was transferred to a sealed tube. Upon addition of 1-iodo-2-fluoroethane (7.38 mL, 90.79 mmol), the reaction was stirred at 85° C. for an additional 5 h. The solvent was removed in vacuo and the residue was taken up in H2O and extracted... Starting materials: grignard reagent, COC=1C=C(C=O)C=CC1OC (3,4-dimethoxybenzaldehyde), alcohol, COC=1C=C(C=CC1OC)C(CCCC1=CC(=C(C=C1)OC)OC)O (1,4-bis(3,4-dimethoxyphenyl)butane-1-ol), [Cl-].[NH4+] (ammonium chloride). Run in O1CCCC1 (tetrahydrofuran). Product: COC=1C=C(C=CC1OC)C(CCCC1=CC(=C(C=C1)OC)OC)=O (1,4-bis(3,4-dimethoxyphenyl) 1-butanone), alcohol. As a reaction SMILES: [CH3:1][O:2][C:3]1[CH:4]=[C:5]([CH:11]([OH:25])[CH2:12][CH2:13][CH2:14][C:15]2[CH:20]=[CH:19][C:18]([O:21][CH3:22])=[C:17]([O:23][CH3:24])[CH:16]=2)[CH:6]=[CH:7][C:8]=1[O:9][CH3:10].COC1C=C(C=CC=1OC)C=O.[Cl-].[NH4+]>O1CCCC1>[CH3:1][O:2][C:3]1[CH:4]=[C:5]([C:11](=[O:25])[CH2:12][CH2:13][CH2:14][C:15]2[CH:20]=[CH:19][C:18]([O:21][CH3:22])=[C:17]([O:23][CH3:24])[CH:16]=2)[CH:6]=[CH:7][C:8]=1[O:9][CH3:10] |f:2.3|. Procedure: When a substituted benzaldehyde, preferably 3,4-dimethoxybenzaldehyde, is reacted with the grignard reagent, an alcohol is produced by the well-known grignard synthesis reaction. Preferably, the alcohol formed is 1,4-bis(3,4-dimethoxyphenyl)butane-1-ol. Preferably the grignard reagent is cooled to about 0° C. and 3,4-dimethoxybenzaldehyde in a suitable solvent such as tetrahydrofuran is added over a period of about one hour at a temperature of between about 0° C. and about 3° C. The starting mat... Starting materials: ClC1=C(C=CC=C1Cl)N1CCNCC1 (1-(2,3-dichlorophenyl)piperazine), ClC1=CC=C2C(=CNC2=C1)CCCI (6-chloro 3-(3-iodopropyl)-1H-indole). The product is ClC1=CC=C2C(=CNC2=C1)CCCN1CCN(CC1)C1=C(C(=CC=C1)Cl)Cl (6-Chloro-3-{3-[4-(2,3-dichlorophenyl)piperazin-1-yl]propyl}-1H-indole). RXN SMILES: [Cl:1][C:2]1[C:7]([Cl:8])=[CH:6][CH:5]=[CH:4][C:3]=1[N:9]1[CH2:14][CH2:13][NH:12][CH2:11][CH2:10]1.[Cl:15][C:16]1[CH:24]=[C:23]2[C:19]([C:20]([CH2:25][CH2:26][CH2:27]I)=[CH:21][NH:22]2)=[CH:18][CH:17]=1>>[Cl:15][C:16]1[CH:24]=[C:23]2[C:19]([C:20]([CH2:25][CH2:26][CH2:27][N:12]3[CH2:13][CH2:14][N:9]([C:3]4[CH:4]=[CH:5][CH:6]=[C:7]([Cl:8])[C:2]=4[Cl:1])[CH2:10][CH2:11]3)=[CH:21][NH:22]2)=[CH:18][CH:17]=1. Reported procedure: from 1-(2,3-dichlorophenyl)piperazine and 6-chloro 3-(3-iodopropyl)-1H-indole. 1H NMR (CDCl3): 1.95 (t, 2H); 2.55 (t, 2H); 2.65 (b s, 4H); 2.80 (t, 2H); 3.10 (b s, 4H); 6.95–7.05 (m, 2H); 7.10 (d, 1H); 7.10–7.20 (m, 2H); 7.35 (s, 1H); 7.55 (d, 1H); 7.95 (b s, 1H). Ms m/z: 422 (MH+), 424.